From a dataset of the Open Reaction Database (ORD), a public repository of structured organic reaction records. describe an organic reaction: reactants, conditions, products, and yield Starting materials: O (water), [H-].[Na+] (NaH), C(C)N1N=C(C2=NC=CC=C21)C2=CC=C(C=C2)O (4-(1-ethyl-1H-pyrazolo[4,3-b]pyridin-3-yl)phenol), ClC1=NC2=C(N1COCC[Si](C)(C)C)C=CC=C2 (2-chloro-1-{[2-(trimethylsilyl)ethoxy]methyl}-1H-benzimidazole). The solvent is CN(C)C=O (DMF). Conditions: temperature 150 celsius, time 30 minute. Product: C(C)N1N=C(C2=NC=CC=C21)C2=CC=C(C=C2)OC2=NC1=C(N2COCC[Si](C)(C)C)C=CC=C1 (1-Ethyl-3-{4-[(1-{[2-(trimethylsilyl)ethoxy]methyl}-1H-benzimidazol-2-yl)oxy]phenyl}-1H-pyrazolo[4,3-b]pyridine). Yield: 77.9%. As a reaction SMILES: [H-].[Na+].[CH2:3]([N:5]1[C:13]2[C:8](=[N:9][CH:10]=[CH:11][CH:12]=2)[C:7]([C:14]2[CH:19]=[CH:18][C:17]([OH:20])=[CH:16][CH:15]=2)=[N:6]1)[CH3:4].Cl[C:22]1[N:26]([CH2:27][O:28][CH2:29][CH2:30][Si:31]([CH3:34])([CH3:33])[CH3:32])[C:25]2[CH:35]=[CH:36][CH:37]=[CH:38][C:24]=2[N:23]=1.O>CN(C=O)C>[CH2:3]([N:5]1[C:13]2[C:8](=[N:9][CH:10]=[CH:11][CH:12]=2)[C:7]([C:14]2[CH:19]=[CH:18][C:17]([O:20][C:22]3[N:26]([CH2:27][O:28][CH2:29][CH2:30][Si:31]([CH3:33])([CH3:34])[CH3:32])[C:25]4[CH:35]=[CH:36][CH:37]=[CH:38][C:24]=4[N:23]=3)=[CH:16][CH:15]=2)=[N:6]1)[CH3:4] |f:0.1|. Procedure: NaH (60% in oil, 59 mg) was added portionwise at room temperature to a solution of 4-(1-ethyl-1H-pyrazolo[4,3-b]pyridin-3-yl)phenol (335 mg) in DMF (3.5 mL). After stirring for 30 min, 2-chloro-1-{[2-(trimethylsilyl)ethoxy]methyl}-1H-benzimidazole (416 mg) was added, and the mixture was heated for 2 h at 150° C. under microwave irradiation. The reaction mixture was poured into water and extracted with AcOEt. The extract was washed with brine, dried over MgSO4, and concentrated under reduced pres... The reactants are O=C([O-])C=CC(=O)[O-], CN1CCNCC1, Cc1ccccc1, ClC1=Nc2ccccc2Sc2cscc21. Yields the product O=C(O)C=CC(=O)O, CN1CCN(C2=Nc3ccccc3Sc3cscc32)CC1. Reaction SMILES: [C:23]([CH:24]=[CH:25][C:26](=[O:27])[O-:28])(=[O:29])[O-:30].[CH3:16][N:17]1[CH2:18][CH2:19][NH:20][CH2:21][CH2:22]1.[CH3:31][c:32]1[cH:33][cH:34][cH:35][cH:36][cH:37]1.[Cl:1][C:2]1=[N:8][c:7]2[c:6]([cH:12][cH:11][cH:10][cH:9]2)[S:5][c:4]2[c:3]1[cH:15][s:14][cH:13]2>>[C:23]([CH:24]=[CH:25][C:26](=[O:27])[OH:28])(=[O:29])[OH:30].[C:2]1([N:20]2[CH2:19][CH2:18][N:17]([CH3:16])[CH2:22][CH2:21]2)=[N:8][c:7]2[c:6]([cH:12][cH:11][cH:10][cH:9]2)[S:5][c:4]2[c:3]1[cH:15][s:14][cH:13]2. The reactants are CC1=CC=C(C(=O)C2=C(C=CC=C2)NC2=NC(=NC=C2C#N)S(=O)(=O)C)C=C1 (4-{[2-(4-methylbenzoyl)phenyl]amino}-2-(methylsulfonyl) pyrimidine-5-carbonitrile), COC=1C=C(N)C=C(C1OC)OC (3,4,5-trimethoxyaniline), Cl (HCl). Reagents/catalysts: C(C)OCC (diethyl ether). Solvent: C(C)O (ethanol). Reaction conditions: temperature 180 celsius. Product: CC1=CC=C(C(=O)C2=C(C=CC=C2)NC2=NC(=NC=C2C#N)NC2=CC(=C(C(=C2)OC)OC)OC)C=C1 (4-{[2-(4-methylbenzoyl)phenyl]amino}-2-[(3,4,5-trimethoxyphenyl)amino]pyrimidine-5-carbonitrile). Isolated yield 36.6%. As a reaction SMILES: [CH3:1][C:2]1[CH:28]=[CH:27][C:5]([C:6]([C:8]2[CH:13]=[CH:12][CH:11]=[CH:10][C:9]=2[NH:14][C:15]2[C:20]([C:21]#[N:22])=[CH:19][N:18]=[C:17](S(C)(=O)=O)[N:16]=2)=[O:7])=[CH:4][CH:3]=1.[CH3:29][O:30][C:31]1[CH:32]=[C:33]([CH:35]=[C:36]([O:40][CH3:41])[C:37]=1[O:38][CH3:39])[NH2:34].Cl>C(O)C.C(OCC)C>[CH3:1][C:2]1[CH:28]=[CH:27][C:5]([C:6]([C:8]2[CH:13]=[CH:12][CH:11]=[CH:10][C:9]=2[NH:14][C:15]2[C:20]([C:21]#[N:22])=[CH:19][N:18]=[C:17]([NH:34][C:33]3[CH:35]=[C:36]([O:40][CH3:41])[C:37]([O:38][CH3:39])=[C:31]([O:30][CH3:29])[CH:32]=3)[N:16]=2)=[O:7])=[CH:4][CH:3]=1. Procedure: To a mixture of 4-{[2-(4-methylbenzoyl)phenyl]amino}-2-(methylsulfonyl) pyrimidine-5-carbonitrile (54 mg, 0.138 mmol) and 3,4,5-trimethoxyaniline (26 mg, 0.142 mmol) in absolute ethanol (3 ml) was added 1N HCl in diethyl ether (3 drops). The reaction was facilitated using microwave irradiation. The reaction was heated at 180° C. for 600 sec. using Personal Chemistry SmithSynthesizer. On cooling a crude yellow solid was collected by filtration. Pure sample was obtained after chromatography to giv...